Task: describe an organic reaction: reactants, conditions, products, and yield. Dataset: the Open Reaction Database (ORD), a public repository of structured organic reaction records Reactants: CO, Cl, NO, CC(C)(C#N)c1c(Cl)cc(N)cc1Cl. The product is CC(C)(C(N)=NO)c1c(Cl)cc(N)cc1Cl. RXN SMILES: [CH3:18][OH:19].[ClH:1].[NH2:2][OH:3].[NH2:4][c:5]1[cH:6][c:7]([Cl:17])[c:8]([C:12]([C:13]#[N:14])([CH3:15])[CH3:16])[c:9]([Cl:11])[cH:10]1>>[N:2]([OH:3])=[C:13]([C:12]([c:8]1[c:7]([Cl:17])[cH:6][c:5]([NH2:4])[cH:10][c:9]1[Cl:11])([CH3:15])[CH3:16])[NH2:14].